This data is from the Open Reaction Database (ORD), a public repository of structured organic reaction records. The task is: describe an organic reaction: reactants, conditions, products, and yield The reagents and catalysts are [Pd] (Pd/C). The solvent is [OH-].[Na+] (sodium hydroxide), CO (methanol). As a reaction SMILES: [N:1]1[C:10]2[C:5](=[CH:6][CH:7]=[CH:8][CH:9]=2)[N:4]=[CH:3][C:2]=1/[CH:11]=[CH:12]/[C:13]1[N:25]=[C:16]2[CH:17]=[CH:18][C:19]3[C:24]([N:15]2[N:14]=1)=[CH:23][CH:22]=[CH:21][N:20]=3>[OH-].[Na+].CO.[Pd]>[N:1]1[C:10]2[C:5](=[CH:6][CH:7]=[CH:8][CH:9]=2)[N:4]=[CH:3][C:2]=1[CH2:11][CH2:12][C:13]1[N:25]=[C:16]2[CH:17]=[CH:18][C:19]3[C:24]([N:15]2[N:14]=1)=[CH:23][CH:22]=[CH:21][N:20]=3 |f:1.2|. Conditions: time 16 hour. Starting materials: N1=C(C=NC2=CC=CC=C12)/C=C/C1=NN2C(C=CC3=NC=CC=C23)=N1 ((E)-2-(2-(quinoxalin-2-yl)vinyl)-[1,2,4]triazolo[1,5-a][1,5]naphthyridine). The yield is 46.4%. Product: N1=C(C=NC2=CC=CC=C12)CCC1=NN2C(C=CC3=NC=CC=C23)=N1 (2-(2-(quinoxalin-2-yl)ethyl)-[1,2,4]triazolo[1,5-a][1,5]naphthyridine). Reported procedure: To a solution of (E)-2-(2-(quinoxalin-2-yl)vinyl)-[1,2,4]triazolo[1,5-a][1,5]naphthyridine (32 mg, 0.099 mmol) in 1 N sodium hydroxide aqueous solution (1 mL) and methanol (2 mL) was added Pd/C (10%, 5 mg). The mixture was stirred under hydrogen at room temperature for 16 h. The mixture was filtered and the filtrate was concentrated, and purified by reverse phase prep-HPLC to give 15 mg of 2-(2-(quinoxalin-2-yl)ethyl)-[1,2,4]triazolo[1,5-a][1,5]naphthyridine as a yellow solid. Starting materials: FC(F)(F)Sc1ccc(C=Cc2nc(CCl)co2)cc1, O=C(OO)c1cccc(Cl)c1, ClCCl. The product is O=S(c1ccc(C=Cc2nc(CCl)co2)cc1)C(F)(F)F. RXN SMILES: [Cl:1][CH2:2][c:3]1[n:4][c:5]([CH:8]=[CH:9][c:10]2[cH:11][cH:12][c:13]([S:16][C:17]([F:18])([F:19])[F:20])[cH:14][cH:15]2)[o:6][cH:7]1.[Cl:21][c:22]1[cH:23][c:24]([C:25]([O:26][OH:27])=[O:29])[cH:28][cH:30][cH:31]1.[Cl:32][CH2:33][Cl:34]>>[Cl:1][CH2:2][c:3]1[n:4][c:5]([CH:8]=[CH:9][c:10]2[cH:11][cH:12][c:13]([S:16]([C:17]([F:18])([F:19])[F:20])=[O:29])[cH:14][cH:15]2)[o:6][cH:7]1. The reactants are N(C(=N)N)C=1SC=C(N1)C1=CC(=CC=C1)N (2-guanidino-4-(3-aminophenyl)thiazole), C(C)(=O)OC(C)=O (acetic anhydride). Run in C(C)(=O)O (acetic acid). Reaction conditions: time 18 hour. The product is C(C)(=O)O.C(C)(=O)O.N(C(=N)N)C=1SC=C(N1)C1=CC(=CC=C1)NC(C)=O (2-guanidino-4-(3-acetylaminophenyl)thiazole diacetate). RXN SMILES: [NH:1]([C:5]1[S:6][CH:7]=[C:8]([C:10]2[CH:15]=[CH:14][CH:13]=[C:12]([NH2:16])[CH:11]=2)[N:9]=1)[C:2]([NH2:4])=[NH:3].[C:17]([O:20][C:21](=[O:23])[CH3:22])(=[O:19])[CH3:18]>C(O)(=O)C>[C:17]([OH:20])(=[O:19])[CH3:18].[C:17]([OH:20])(=[O:19])[CH3:18].[NH:1]([C:5]1[S:6][CH:7]=[C:8]([C:10]2[CH:15]=[CH:14][CH:13]=[C:12]([NH:16][C:21](=[O:23])[CH3:22])[CH:11]=2)[N:9]=1)[C:2]([NH2:4])=[NH:3] |f:3.4.5|. Procedure: To a solution of 2-guanidino-4-(3-aminophenyl)thiazole (0.24 g.) in acetic acid (5 ml.) was added acetic anhydride (0.25 g.). The mixture was allowed to stand for 18 hours and the white solid precipitate (0.25 g.) was filtered off to give 2-guanidino-4-(3-acetylaminophenyl)thiazole diacetate, m.p. 171°-173° C., solidifies and remelts at 258°-261° C. The reactants are NC=1C(=NC(=CC1)Br)C(=O)NC1=C(C=CC=C1)F (3-amino-6-bromo-N-(2-fluorophenyl)picolinamide), C(C)OC(OCC)OCC (triethoxymethane). Run at temperature 130 celsius, time 15 hour. Product: BrC=1C=CC=2N=CN(C(C2N1)=O)C1=C(C=CC=C1)F (6-bromo-3-(2-fluorophenyl)pyrido[3,2-d]pyrimidin-4(3H)-one). Isolated yield 45.0%. RXN SMILES: [NH2:1][C:2]1[C:3]([C:9]([NH:11][C:12]2[CH:17]=[CH:16][CH:15]=[CH:14][C:13]=2[F:18])=[O:10])=[N:4][C:5]([Br:8])=[CH:6][CH:7]=1.[CH2:19](OC(OCC)OCC)C>>[Br:8][C:5]1[CH:6]=[CH:7][C:2]2[N:1]=[CH:19][N:11]([C:12]3[CH:17]=[CH:16][CH:15]=[CH:14][C:13]=3[F:18])[C:9](=[O:10])[C:3]=2[N:4]=1. Procedure details: A mixture of 3-amino-6-bromo-N-(2-fluorophenyl)picolinamide (160 mg, 0.516 mmol) in triethoxymethane (5 mL) was stirred at 130° C. for 15 h. The mixture was cooled to room temperature and extracted with ethyl acetate (10 mL*3), the combined organic layers were washed with brine, dried over anhydrous sodium sulfate, filtered and concentrated to afford 6-bromo-3-(2-fluorophenyl)pyrido[3,2-d]pyrimidin-4(3H)-one (75 mg, yield: 45%), which was used for the next step without further purification. MS (... Reactants: Cc1cc(O)c2ccccc2n1, O, O=[N+]([O-])O, O=S(=O)(O)O. Product: Cc1cc(O)c2cc([N+](=O)[O-])ccc2n1. As a reaction SMILES: [CH3:1][c:2]1[n:3][c:4]2[cH:5][cH:6][cH:7][cH:8][c:9]2[c:10]([OH:12])[cH:11]1.[OH2:17].[OH:13][N+:14]([O-:15])=[O:16].[S:18](=[O:19])(=[O:20])([OH:21])[OH:22]>>[CH3:1][c:2]1[n:3][c:4]2[cH:5][cH:6][c:7]([N+:14](=[O:13])[O-:15])[cH:8][c:9]2[c:10]([OH:12])[cH:11]1. Starting materials: ClC=1C=C(C=C(C1)Cl)NC1=NNC(=N1)NCC=1C=CC(=NC1)NC(OC(C)(C)C)=O (tert-butyl 5-((3-(3,5-dichlorophenylamino)-1H-1,2,4-triazol-5-ylamino)methyl)pyridin-2-ylcarbamate), 6, C(=O)(C(F)(F)F)O (TFA). Solvent: C(Cl)Cl (DCM). Run at time 1 hour. Yields the product NC1=CC=C(C=N1)CNC1=NC(=NN1)NC1=CC(=CC(=C1)Cl)Cl (N5-((6-aminopyridin-3-yl)methyl)-N3-(3,5-dichlorophenyl)-1H-1,2,4-triazole-3,5-diamine). The yield is 26.0%. RXN SMILES: [Cl:1][C:2]1[CH:3]=[C:4]([NH:9][C:10]2[N:14]=[C:13]([NH:15][CH2:16][C:17]3[CH:18]=[CH:19][C:20]([NH:23]C(=O)OC(C)(C)C)=[N:21][CH:22]=3)[NH:12][N:11]=2)[CH:5]=[C:6]([Cl:8])[CH:7]=1.C(O)(C(F)(F)F)=O>C(Cl)Cl>[NH2:23][C:20]1[N:21]=[CH:22][C:17]([CH2:16][NH:15][C:13]2[NH:12][N:11]=[C:10]([NH:9][C:4]3[CH:3]=[C:2]([Cl:1])[CH:7]=[C:6]([Cl:8])[CH:5]=3)[N:14]=2)=[CH:18][CH:19]=1. Reported procedure: To a solution of tert-butyl 5-((3-(3,5-dichlorophenylamino)-1H-1,2,4-triazol-5-ylamino)methyl)pyridin-2-ylcarbamate Compound 6 (50 mg, 111 μmol) in DCM (1 ml) was added TFA (1 ml) and the reaction was stirred for 1 hour. The reaction mixture was concentrated in vacuo and was partitioned between DCM (5 ml) and sat. NaHCO3 (3 ml). The layers were separated and the aqueous layer was extracted with DCM (3×5 ml). The combined organic solution was washed with brine (5 ml), dried over Na2SO4, filtered ... Reactants: ClC1=CC=C(C(=O)Cl)C=C1 (4-chlorobenzoyl chloride), O (water), C(C)(C)N(CC)C(C)C (diisopropylethylamine), NC1=NC2=CC=C(C=C2C(=N1)N[C@@H]1[C@@H](CCCC1)NC(=O)OC(C)(C)C)OC (cis-2-(2-amino-6-methoxyquinazolin-4-yl)amino-N-tert-butoxycarbonylcyclohexylamine). Run in C(Cl)Cl (methylene chloride). Run at time 15 hour. Yields the product C(C)(C)(C)OC(=O)N[C@H]1[C@H](CCCC1)NC1=NC(=NC2=CC=C(C=C12)OC)NC(C1=CC=C(C=C1)Cl)=O (cis-N-tert-Butoxycarbonyl-2-[2-(4-chlorobenzoylamino)-6-methoxyquinazolin-4-yl]aminocyclohexylamine). Isolated yield 58.9%. As a reaction SMILES: [Cl:1][C:2]1[CH:10]=[CH:9][C:5]([C:6](Cl)=[O:7])=[CH:4][CH:3]=1.C(N(C(C)C)CC)(C)C.[NH2:20][C:21]1[N:30]=[C:29]([NH:31][C@H:32]2[CH2:37][CH2:36][CH2:35][CH2:34][C@H:33]2[NH:38][C:39]([O:41][C:42]([CH3:45])([CH3:44])[CH3:43])=[O:40])[C:28]2[C:23](=[CH:24][CH:25]=[C:26]([O:46][CH3:47])[CH:27]=2)[N:22]=1.O>C(Cl)Cl>[C:42]([O:41][C:39]([NH:38][C@@H:33]1[CH2:34][CH2:35][CH2:36][CH2:37][C@@H:32]1[NH:31][C:29]1[C:28]2[C:23](=[CH:24][CH:25]=[C:26]([O:46][CH3:47])[CH:27]=2)[N:22]=[C:21]([NH:20][C:6](=[O:7])[C:5]2[CH:9]=[CH:10][C:2]([Cl:1])=[CH:3][CH:4]=2)[N:30]=1)=[O:40])([CH3:45])([CH3:44])[CH3:43]. Reported procedure: A solution of 68 mg of 4-chlorobenzoyl chloride and 200 mg of diisopropylethylamine in 8 mL of methylene chloride was combined with 150 mg of cis-2-(2-amino-6-methoxyquinazolin-4-yl)amino-N-tert-butoxycarbonylcyclohexylamine, and stirred at room temperature for 15 hours. The reaction solution was combined with water, extracted with chloroform, and dried. After the solvent was distilled off, the residue was purified by column chromatography on silica gel (chloroform:methanol=30:1) to obtain 120 m...